This data is from the Open Reaction Database (ORD), a public repository of structured organic reaction records. The task is: describe an organic reaction: reactants, conditions, products, and yield Reactants: ClC=1C2=C(N(C(CN1)=O)C)C=CC(=C2)C2=CC=CC=C2 (5-chloro-1-methyl-7-phenyl-1,3-dihydro-benzo[e][1,4]diazepin-2-one), C(=O)C=1C=C(C=CC1)B(O)O (3-formylbenzene boronic acid), [N+](=O)([O-])C=1C=C(C=CC1)B(O)O (3-nitrophenyl boronic acid). The product is CN1C(CN=C(C2=C1C=CC(=C2)C2=CC=CC=C2)C2=CC(=CC=C2)[N+](=O)[O-])=O (1-Methyl-5-(3-nitro-phenyl)-7-phenyl-1,3-dihydro-benzo[e][1,4]diazepin-2-one). The yield is 26.0%. RXN SMILES: Cl[C:2]1[C:3]2[CH:14]=[C:13]([C:15]3[CH:20]=[CH:19][CH:18]=[CH:17][CH:16]=3)[CH:12]=[CH:11][C:4]=2[N:5]([CH3:10])[C:6](=[O:9])[CH2:7][N:8]=1.C(C1C=C(B(O)O)C=CC=1)=O.[N+:32]([C:35]1[CH:36]=[C:37](B(O)O)[CH:38]=[CH:39][CH:40]=1)([O-:34])=[O:33]>>[CH3:10][N:5]1[C:4]2[CH:11]=[CH:12][C:13]([C:15]3[CH:20]=[CH:19][CH:18]=[CH:17][CH:16]=3)=[CH:14][C:3]=2[C:2]([C:39]2[CH:38]=[CH:37][CH:36]=[C:35]([N+:32]([O-:34])=[O:33])[CH:40]=2)=[N:8][CH2:7][C:6]1=[O:9]. Procedure: Prepared from 5-chloro-1-methyl-7-phenyl-1,3-dihydro-benzo[e][1,4]diazepin-2-one using the same method described for Example 9 and instead of using 3-formylbenzene boronic acid, we used 3-nitrophenyl boronic acid. The title compound (60 mg) was obtained as a beige solid, (yield=26%).